Task: describe an organic reaction: reactants, conditions, products, and yield. Dataset: the Open Reaction Database (ORD), a public repository of structured organic reaction records Reactants: NC1=NC=CC=N1 (2-aminopyrimidine), ClCSC1=C(C=CC=C1)Br (o-bromophenyl chloromethyl sulfide). The solvent is C=1(C(=CC=CC1)C)C (xylene), C=1(C(=CC=CC1)C)C (xylene). The product is [Cl-].NC1=[N+](C=CC=N1)CSC1=C(C=CC=C1)Br (2-Amino-1-[[(o-bromophenyl)thio]methyl]pyrimidinium chloride). The yield is 81.2%. Reaction SMILES: [NH2:1][C:2]1[N:7]=[CH:6][CH:5]=[CH:4][N:3]=1.[Cl:8][CH2:9][S:10][C:11]1[CH:16]=[CH:15][CH:14]=[CH:13][C:12]=1[Br:17]>C1(C)C(C)=CC=CC=1>[Cl-:8].[NH2:1][C:2]1[N:7]=[CH:6][CH:5]=[CH:4][N+:3]=1[CH2:9][S:10][C:11]1[CH:16]=[CH:15][CH:14]=[CH:13][C:12]=1[Br:17] |f:3.4|. Procedure: To a solution of 14.1 g of 2-aminopyrimidine in 180 ml of xylene is added a solution of 24.0 g of o-bromophenyl chloromethyl sulfide in 40 ml of xylene. The mixture is heated at 90°-95° for about 15 hours to give about 27.3 g of the named compound. Reactants: OCCC1(N2CCCC2)CCN(Cc2ccccc2)CC1, CO. Yields the product OCCC1(N2CCCC2)CCNCC1. As a reaction SMILES: [CH2:1]([c:2]1[cH:3][cH:4][cH:5][cH:6][cH:7]1)[N:8]1[CH2:9][CH2:10][C:11]([N:14]2[CH2:15][CH2:16][CH2:17][CH2:18]2)([CH2:19][CH2:20][OH:21])[CH2:12][CH2:13]1.[CH3:22][OH:23]>>[NH:8]1[CH2:9][CH2:10][C:11]([N:14]2[CH2:15][CH2:16][CH2:17][CH2:18]2)([CH2:19][CH2:20][OH:21])[CH2:12][CH2:13]1. Starting materials: Cn1ncnc1COc1nn2c(-c3ccccc3F)nncc2c1Br, CCCC[Sn](CCCC)(CCCC)c1ccccn1, C1COCCO1, [Cu]I, c1ccc(P(c2ccccc2)(c2ccccc2)[Pd](P(c2ccccc2)(c2ccccc2)c2ccccc2)(P(c2ccccc2)(c2ccccc2)c2ccccc2)P(c2ccccc2)(c2ccccc2)c2ccccc2)cc1. The product is Cn1ncnc1COc1nn2c(-c3ccccc3F)nncc2c1-c1ccccn1. As a reaction SMILES: [Br:1][c:2]1[c:3]([O:18][CH2:19][c:20]2[n:21]([CH3:25])[n:22][cH:23][n:24]2)[n:4][n:5]2[c:6](-[c:11]3[c:12]([F:17])[cH:13][cH:14][cH:15][cH:16]3)[n:7][n:8][cH:9][c:10]12.[CH2:26]([Sn:27]([CH2:28][CH2:29][CH2:30][CH3:37])([c:31]1[n:32][cH:33][cH:34][cH:35][cH:36]1)[CH2:38][CH2:39][CH2:40][CH3:41])[CH2:42][CH2:43][CH3:44].[CH2:45]1[O:46][CH2:47][CH2:48][O:49][CH2:50]1.[Cu:128][I:129].[cH:51]1[cH:52][cH:53][c:54]([P:55]([Pd:56]([P:57]([c:58]2[cH:59][cH:60][cH:61][cH:62][cH:63]2)([c:64]2[cH:65][cH:66][cH:67][cH:68][cH:69]2)[c:70]2[cH:71][cH:72][cH:73][cH:74][cH:75]2)([P:76]([c:77]2[cH:78][cH:79][cH:80][cH:81][cH:82]2)([c:83]2[cH:84][cH:85][cH:86][cH:87][cH:88]2)[c:89]2[cH:90][cH:91][cH:92][cH:93][cH:94]2)[P:95]([c:96]2[cH:97][cH:98][cH:99][cH:100][cH:101]2)([c:102]2[cH:103][cH:104][cH:105][cH:106][cH:107]2)[c:108]2[cH:109][cH:110][cH:111][cH:112][cH:113]2)([c:114]2[cH:115][cH:116][cH:117][cH:118][cH:119]2)[c:120]2[cH:121][cH:122][cH:123][cH:124][cH:125]2)[cH:126][cH:127]1>>[c:2]1(-[c:31]2[n:32][cH:33][cH:34][cH:35][cH:36]2)[c:3]([O:18][CH2:19][c:20]2[n:21]([CH3:25])[n:22][cH:23][n:24]2)[n:4][n:5]2[c:6](-[c:11]3[c:12]([F:17])[cH:13][cH:14][cH:15][cH:16]3)[n:7][n:8][cH:9][c:10]12. The reactants are ClC1=NC(=C(C(=N1)Cl)OCC(C)(O)C)N1CCOCC1 (1-(2,4-dichloro-6-morpholin-4-yl-pyrimidin-5-yloxy)-2-methyl-propan-2-ol), [H-].[Na+] (sodium hydride). The solvent is C1CCOC1 (THF). Conditions: time 5 hour. Product: ClC=1N=C(C2=C(N1)OC(CO2)(C)C)N2CCOCC2 (2-Chloro-7,7-dimethyl-4-morpholin-4-yl-6,7-dihydro-[1,4]dioxino[2,3-d]pyrimidine). Isolated yield 69.8%. Reaction SMILES: [Cl:1][C:2]1[N:7]=[C:6](Cl)[C:5]([O:9][CH2:10][C:11]([CH3:14])([OH:13])[CH3:12])=[C:4]([N:15]2[CH2:20][CH2:19][O:18][CH2:17][CH2:16]2)[N:3]=1.[H-].[Na+]>C1COCC1>[Cl:1][C:2]1[N:3]=[C:4]([N:15]2[CH2:20][CH2:19][O:18][CH2:17][CH2:16]2)[C:5]2[O:9][CH2:10][C:11]([CH3:14])([CH3:12])[O:13][C:6]=2[N:7]=1 |f:1.2|. Reported procedure: To a solution of 1-(2,4-dichloro-6-morpholin-4-yl-pyrimidin-5-yloxy)-2-methyl-propan-2-ol (2.18 g, 6.77 mmol) in THF (150 mL) was added sodium hydride (812 mg, 20.31 mmol, 60% dispersion in mineral oil) and the resulting mixture stirred at RT for 5 hours. The reaction mixture was quenched with saturated aqueous ammonium chloride solution and extracted with ethyl acetate. The combined organic extracts were dried (Na2SO4) and concentrated in vacuo. The resultant residue was triturated with cyclohe... Reactants: Azodicarboxylic dipiperidide, C(CCC)P(CCCC)CCCC (tributylphosphine), C(C)O[C@H](C(=O)OCC)CC1=CC=C(C=C1)O ((S)-ethyl 2-ethoxy-3-(4-hydroxyphenyl)-propionate), ClC1=CC=C(C=C1)C1=CC=C(C=C1)/C(=C/CO)/C ((E)-3-(4′-chloro-biphenyl-4-yl)-but-2-en-1-ol). Solvent: C1=CC=CC=C1 (benzene), O (water), C(C)(=O)OCC (ethyl acetate). Conditions: time 3 hour. Product: ClC1=CC=C(C=C1)C1=CC=C(C=C1)/C(=C/COC1=CC=C(C=C1)C[C@@H](C(=O)OCC)OCC)/C ((E)-(S)-ethyl 3-{4-[3-(4′-chloro-biphenyl-4-yl)-but-2-enyloxy]-phenyl}-2-ethoxy-propionate). RXN SMILES: C(P(CCCC)CCCC)CCC.[CH2:14]([O:16][C@@H:17]([CH2:23][C:24]1[CH:29]=[CH:28][C:27]([OH:30])=[CH:26][CH:25]=1)[C:18]([O:20][CH2:21][CH3:22])=[O:19])[CH3:15].[Cl:31][C:32]1[CH:37]=[CH:36][C:35]([C:38]2[CH:43]=[CH:42][C:41](/[C:44](/[CH3:48])=[CH:45]/[CH2:46]O)=[CH:40][CH:39]=2)=[CH:34][CH:33]=1>C1C=CC=CC=1.O.C(OCC)(=O)C>[Cl:31][C:32]1[CH:33]=[CH:34][C:35]([C:38]2[CH:43]=[CH:42][C:41](/[C:44](/[CH3:48])=[CH:45]/[CH2:46][O:30][C:27]3[CH:26]=[CH:25][C:24]([CH2:23][C@H:17]([O:16][CH2:14][CH3:15])[C:18]([O:20][CH2:21][CH3:22])=[O:19])=[CH:29][CH:28]=3)=[CH:40][CH:39]=2)=[CH:36][CH:37]=1. Procedure: Azodicarboxylic dipiperidide (0.731 g, 2.9 mmol) was added at 0-5° C. to a stirred solution of tributylphosphine (0.71 ml, 0.58 g, 2.9 mmol), (S)-ethyl 2-ethoxy-3-(4-hydroxyphenyl)-propionate (0.483 g, 2.03 mmol) and (E)-3-(4′-chloro-biphenyl-4-yl)-but-2-en-1-ol (0.500 g, 1.93 mmol) in dry benzene (15 ml), the mixture warmed to room temperature, and stirred for 3 h. The resulting mixture was diluted with water and ethyl acetate (30 ml each), the aqueous layer collected and further extracted with... Starting materials: CC1([C@@]2(C(C[C@H]1CC2)=O)CS(=O)(=O)O)C (((1S,4R)-7,7-Dimethyl-2-oxobicyclo[2.2.1]heptan-1-yl)methanesulfonic acid), C=O (paraformaldehyde), C(C)(C)(C)OC(=O)N[C@H](C(=O)O)CSSCC.C1(CCCCC1)NC1CCCCC1 (dicyclohexylamine (R)-2-((tert-butoxycarbonyl)amino)-3-(ethyldisulfanyl)propanoate), C(C)(C)(C)OC(=O)N[C@H](C(=O)O)CSSCC.C1(CCCCC1)NC1CCCCC1 (dicyclohexylamine (R)-2-((tert-butoxycarbonyl)amino)-3-(ethyldisulfanyl)propanoate). Solvent: C1(=CC=CC=C1)C (toluene). Conditions: temperature 100 celsius, time 8 hour. The product is C(C)SSC[C@@H]1N(COC1=O)C(=O)OC(C)(C)C ((R)-tert-butyl 4-((ethyldisulfanyl)methyl)-5-oxooxazolidine-3-carboxylate). The yield is 66.8%. As a reaction SMILES: [CH3:1]C1(C)[C@@H]2CC[C@@]1(CS(O)(=O)=O)C(=O)C2.C=O.[C:18]([O:22][C:23]([NH:25][C@@H:26]([CH2:30][S:31][S:32][CH2:33][CH3:34])[C:27]([OH:29])=[O:28])=[O:24])([CH3:21])([CH3:20])[CH3:19].C1(NC2CCCCC2)CCCCC1>C1(C)C=CC=CC=1>[CH2:33]([S:32][S:31][CH2:30][C@H:26]1[C:27](=[O:29])[O:28][CH2:1][N:25]1[C:23]([O:22][C:18]([CH3:21])([CH3:20])[CH3:19])=[O:24])[CH3:34] |f:2.3|. Reported procedure: ((1S,4R)-7,7-Dimethyl-2-oxobicyclo[2.2.1]heptan-1-yl)methanesulfonic acid (1.07 g, 4.62 mmol) and paraformaldehyde (847 mg, 2.89 mmol) were added to a solution of dicyclohexylamine (R)-2-((tert-butoxycarbonyl)amino)-3-(ethyldisulfanyl)propanoate (Compound 2d-f) (2.00 g, 4.32 mmol) in toluene (8 ml), and the mixture was stirred at 100° C. overnight. The reaction solution was then returned to room temperature and concentrated under reduced pressure. The resulting residue was purified by silica gel... Reactants: [Na].S1C(NC(C1)=O)=O (2,4-thiazolidinedione sodium salt), BrCCCCBr (1,4-dibromobutane). Solvent: CN(C=O)C (dimethylformamide). Reaction conditions: time 16 hour. Yields the product BrCCCCN1C(SCC1=O)=O (3-(4-bromobutyl)-2,4-thiazolidinedione). Isolated yield 81.0%. As a reaction SMILES: [Na].[S:2]1[CH2:6][C:5](=[O:7])[NH:4][C:3]1=[O:8].[Br:9][CH2:10][CH2:11][CH2:12][CH2:13]Br>CN(C)C=O>[Br:9][CH2:10][CH2:11][CH2:12][CH2:13][N:4]1[C:5](=[O:7])[CH2:6][S:2][C:3]1=[O:8] |f:0.1,^1:0|. Procedure: The 2,4-thiazolidinedione sodium salt (13.91 g., 0.1 mole) is added to a solution of 1,4-dibromobutane (64.77 g., 0.3 mole) in 500 ml. of dry dimethylformamide. After stirring the mixture at room temperature for a 16 hr. period, the resulting clear solution is concentrated in vacuo and residual material dissolved in chloroform, filtered, and concentrated in vacuo to an amber oil. Distillation of the oil affords 20.62 g. (81% yield) of 3-(4-bromobutyl)-2,4-thiazolidinedione, b.p. 105°-115° C. at ... Starting materials: Cl.OCC1=NC=C(C(=C1C)OC)C (2-hydroxymethyl-3,5-dimethyl-4-methoxy pyridine hydrochloride), SC=1NC2=C(N1)C=CC(=C2)OC (2-mercapto-5-methoxy benzimidazole), [OH-].[Na+] (sodium hydroxide), S(=O)(Cl)Cl (Thionyl chloride). Reagents/catalysts: [Br-].C(CCC)[N+](CCCC)(CCCC)CCCC (tetrabutyl ammonium bromide). The solvent is ClCCl (dichloromethane), O (water), ClCCl (dichloromethane). Conditions: temperature 17.5 celsius, time 1 hour. Yields the product COC1=CC2=C(NC(=N2)SCC2=NC=C(C(=C2C)OC)C)C=C1 (5-methoxy-2-[[(4-methoxy-3,5-dimethyl-2-pyridinyl)-methyl)thio]-1H benzimidazole), II. The yield is 80.6%. As a reaction SMILES: Cl.O[CH2:3][C:4]1[C:9]([CH3:10])=[C:8]([O:11][CH3:12])[C:7]([CH3:13])=[CH:6][N:5]=1.S(Cl)(Cl)=O.[SH:18][C:19]1[NH:20][C:21]2[CH:27]=[C:26]([O:28][CH3:29])[CH:25]=[CH:24][C:22]=2[N:23]=1.[OH-].[Na+]>[Br-].C([N+](CCCC)(CCCC)CCCC)CCC.ClCCl.O>[CH3:29][O:28][C:26]1[CH:25]=[CH:24][C:22]2[NH:23][C:19]([S:18][CH2:3][C:4]3[C:9]([CH3:10])=[C:8]([O:11][CH3:12])[C:7]([CH3:13])=[CH:6][N:5]=3)=[N:20][C:21]=2[CH:27]=1 |f:0.1,4.5,6.7|. Procedure details: 2-hydroxymethyl-3,5-dimethyl-4-methoxy pyridine hydrochloride (300 g) was charged to dichloromethane (1770 ml) and cooled to 15-20° C. Thionyl chloride (240 g) was added slowly at 15 to 20° C. and the contents were stirred at 25 to 30° C. for 1 hour. After reaction completion, water (300 ml) was added at 15 to 20° C. and allowed to attain 25 to 30° C. To this reaction mass 2-mercapto-5-methoxy benzimidazole (252 g) and tetrabutyl ammonium bromide (6 g) was added, and the pH of the reaction mass ... Reactants: NC1=CC=C(C=C1)C(CC)=O (1-(4-aminophenyl)propan-1-one), C(C)(=O)OC(C)=O (acetic anhydride). Run in C1(=CC=CC=C1)C (toluene). Conditions: temperature 60 celsius, time 1 hour. Yields the product C(CC)(=O)C1=CC=C(C=C1)NC(C)=O (N-(4-propanoylphenyl)acetamide). RXN SMILES: [NH2:1][C:2]1[CH:7]=[CH:6][C:5]([C:8](=[O:11])[CH2:9][CH3:10])=[CH:4][CH:3]=1.[C:12](OC(=O)C)(=[O:14])[CH3:13]>C1(C)C=CC=CC=1>[C:8]([C:5]1[CH:4]=[CH:3][C:2]([NH:1][C:12](=[O:14])[CH3:13])=[CH:7][CH:6]=1)(=[O:11])[CH2:9][CH3:10]. Reported procedure: To 400 ml of toluene are added 30 g of 1-(4-aminophenyl)propan-1-one and 38 ml (402 mM) of acetic anhydride. The reaction medium is heated at 60° C. with stirring for 1 hour. A solid precipitates out. After filtration and washing with toluene, 37.9 g of N-(4-propanoylphenyl)acetamide are obtained in the form of a white powder. Starting materials: CN1C(=O)C(CO)N(C)C1=O, CN1C(=O)N(C)C(CO)(CO)C1=O. Product: C=O, CN1CC(=O)N(C)C1=O. RXN SMILES: [CH2:14]([CH:15]1[N:16]([CH3:17])[C:18](=[O:19])[N:20]([CH3:21])[C:22]1=[O:23])[OH:24].[CH2:1]([OH:2])[C:3]1([CH2:12][OH:13])[C:4](=[O:11])[N:5]([CH3:10])[C:6](=[O:9])[N:7]1[CH3:8]>>[CH2:1]=[O:2].[CH2:3]1[C:4](=[O:11])[N:5]([CH3:10])[C:6](=[O:9])[N:7]1[CH3:8].